This data is from the Open Reaction Database (ORD), a public repository of structured organic reaction records. The task is: describe an organic reaction: reactants, conditions, products, and yield Starting materials: 11.6, FC1=C(C#N)C=C(C=C1C(C)O)F (2,5-difluoro-3-(1-hydroxyethyl)-benzonitrile), [Cr](=O)(=O)(O)O (chromic acid), ice H2O, Na2S2O5. Run in CC(=O)C (acetone). Reaction conditions: temperature 25 celsius, time 3.5 hour. Yields the product C(C)(=O)C=1C(=C(C#N)C=C(C1)F)F (3-acetyl-2,5-difluorobenzonitrile). Yield: 59.0%. Reaction SMILES: [F:1][C:2]1[C:9]([CH:10]([OH:12])[CH3:11])=[CH:8][C:7]([F:13])=[CH:6][C:3]=1[C:4]#[N:5].[Cr](O)(O)(=O)=O>CC(C)=O>[C:10]([C:9]1[C:2]([F:1])=[C:3]([CH:6]=[C:7]([F:13])[CH:8]=1)[C:4]#[N:5])(=[O:12])[CH3:11]. Reported procedure: To a stirred mixture of 11.6 of 2,5-difluoro-3-(1-hydroxyethyl)-benzonitrile and 290 mL of acetone is added dropwise over 1 hour 90.5 mL of Kilianis' chromic acid (Fieser and Fieser "Reagents for Organic Synthesis" Vol I p 144) at a temperature of 23°-27°. The mixture is stirred 3.5 hours at 25° C. then poured onto 1 L of ice/H2O containing 20 g of Na2S2O5 and extracted with 4×250 mL of CH2Cl2. The CH2Cl2 extracts are washed with H2O, saturated NaHCO3, H2O (250 mL each) and then evaporated in va... Reactants: [N+](=O)([O-])C=1C=CC(=CC1)C(=O)OO (p-nitroperbenzoic acid), ClC(C1SCCN1C(C(Cl)Cl)=O)(Cl)Cl (2-trichloromethyl-3-dichloroacetyl-1,3 thiazolidine). The solvent is C(Cl)Cl (methylene chloride), C(Cl)Cl (methylene chloride). Run at temperature 0 celsius. Product: [N+](=O)([O-])C1=CC=C(C(=O)O)C=C1 (p-nitrobenzoic acid). As a reaction SMILES: [N+:1]([C:4]1[CH:5]=[CH:6][C:7]([C:10]([O:12]O)=[O:11])=[CH:8][CH:9]=1)([O-:3])=[O:2].ClC(Cl)(Cl)C1N(C(=O)C(Cl)Cl)CCS1>C(Cl)Cl>[N+:1]([C:4]1[CH:9]=[CH:8][C:7]([C:10]([OH:12])=[O:11])=[CH:6][CH:5]=1)([O-:3])=[O:2]. Procedure details: A solution of 22 g (0.12 mole) of 90% p-nitroperbenzoic acid in 500 ml of methylene chloride is slowly added, while maintaining the temperature between -5° C. and -10° C., to a solution of 31.7 g (0.1 mole) of 2-trichloromethyl-3-dichloroacetyl-1,3 thiazolidine in 200 ml of methylene chloride. The addition is carried out with stirring. Then the reaction mixture is stirred for 4 further hours, the temperature being ambient. Then the reaction mixture is cooled to 0° C. and the p-nitrobenzoic acid ...